From a dataset of the Open Reaction Database (ORD), a public repository of structured organic reaction records. describe an organic reaction: reactants, conditions, products, and yield Starting materials: C(C)(C)(C)N1C=C(C2=C1N=C(S2)NC(C2=CC=C(C=C2)C)=O)C(=O)O (4-tert-butyl-2-(4-methyl-benzoylamino)-4H-pyrrolo[2,3-d]thiazole-6-carboxylic acid), Cl.S1C(=NC=C1)CN (C-thiazol-2-yl-methylamine hydrochloride), ON1N=NC2=C1N=CC=C2 (1-hydroxy-7-azabenzotriazole), Cl.CN(CCCN=C=NCC)C (N-(3-dimethylaminopropyl)-N′-ethylcarbodiimide hydrochloride), CN1CCOCC1 (4-methyl-morpholine). Run in CN(C=O)C (N,N-dimethylformamide), O (water). Reaction conditions: time 15 hour. Yields the product S1C(=NC=C1)CNC(=O)C1=CN(C=2N=C(SC21)NC(C2=CC=C(C=C2)C)=O)C(C)(C)C (4-Tert-Butyl-2-(4-methyl-benzoylamino)-4H-pyrrolo[2,3-d]thiazole-6-carboxylic acid(thiazol-2-ylmethyl)-amide). Yield: 68.4%. Reaction SMILES: [C:1]([N:5]1[C:9]2[N:10]=[C:11]([NH:13][C:14](=[O:22])[C:15]3[CH:20]=[CH:19][C:18]([CH3:21])=[CH:17][CH:16]=3)[S:12][C:8]=2[C:7]([C:23](O)=[O:24])=[CH:6]1)([CH3:4])([CH3:3])[CH3:2].Cl.[S:27]1[CH:31]=[CH:30][N:29]=[C:28]1[CH2:32][NH2:33].ON1C2N=CC=CC=2N=N1.Cl.CN(C)CCCN=C=NCC.CN1CCOCC1>O.CN(C)C=O>[S:27]1[CH:31]=[CH:30][N:29]=[C:28]1[CH2:32][NH:33][C:23]([C:7]1[C:8]2[S:12][C:11]([NH:13][C:14](=[O:22])[C:15]3[CH:16]=[CH:17][C:18]([CH3:21])=[CH:19][CH:20]=3)=[N:10][C:9]=2[N:5]([C:1]([CH3:3])([CH3:4])[CH3:2])[CH:6]=1)=[O:24] |f:1.2,4.5|. Procedure: Anhydrous N,N-dimethylformamide (30 ml) was added to a mixture of 4-tert-butyl-2-(4-methyl-benzoylamino)-4H-pyrrolo[2,3-d]thiazole-6-carboxylic acid (1.1g, 2.9 mmol), C-thiazol-2-yl-methylamine hydrochloride (0.5 g, 3.3 mmol), 1-hydroxy-7-azabenzotriazole (HOAt, 0.4 g, 2.9 mmol), N-(3-dimethylaminopropyl)-N′-ethylcarbodiimide hydrochloride (EDAC, 0.9 g, 4.4 mmol), and 4-methyl-morpholine (NMM, 0.8 ml, 7.2 mmol). The resulting solution was stirred at ambient temperature, under N2 blanket, for 15 ...